From a dataset of the Open Reaction Database (ORD), a public repository of structured organic reaction records. describe an organic reaction: reactants, conditions, products, and yield Starting materials: C1(=CC=CC=C1)C(OC1CCN(CC1)CCCN)C1=CC=CC=C1 (4-(diphenylmethoxy)-1-piperidinepropaneamine), ClC=1C=CC=2N(N1)C=C(N2)C(C(=O)OCC)(C)C (ethyl 2-(6-chloroimidazo[1,2-b]pyridazin-2-yl)-2-methylpropionate), C(\C=C\C(=O)O)(=O)O (fumaric acid), C([O-])(O)=O.[Na+] (sodium bicarbonate). The solvent is CO (methanol). The product is C(\C=C\C(=O)O)(=O)O.C(\C=C\C(=O)O)(=O)O.C1(=CC=CC=C1)C(OC1CCN(CC1)CCCNC=1C=CC=2N(N1)C=C(N2)C(C(=O)OCC)(C)C)C2=CC=CC=C2 (Ethyl 2-[6-[3-[4-(Diphenylmethoxy)piperidino]propylamino]imidazo[1,2-b]pyridazin-2-yl]-2-methylpropionate Difumarate). The yield is 78.2%. As a reaction SMILES: [C:1]1([CH:7]([C:19]2[CH:24]=[CH:23][CH:22]=[CH:21][CH:20]=2)[O:8][CH:9]2[CH2:14][CH2:13][N:12]([CH2:15][CH2:16][CH2:17][NH2:18])[CH2:11][CH2:10]2)[CH:6]=[CH:5][CH:4]=[CH:3][CH:2]=1.Cl[C:26]1[CH:27]=[CH:28][C:29]2[N:30]([CH:32]=[C:33]([C:35]([CH3:42])([CH3:41])[C:36]([O:38][CH2:39][CH3:40])=[O:37])[N:34]=2)[N:31]=1.C(=O)(O)[O-].[Na+].[C:48]([OH:55])(=[O:54])/[CH:49]=[CH:50]/[C:51]([OH:53])=[O:52]>CO>[C:48]([OH:55])(=[O:54])/[CH:49]=[CH:50]/[C:51]([OH:53])=[O:52].[C:48]([OH:55])(=[O:54])/[CH:49]=[CH:50]/[C:51]([OH:53])=[O:52].[C:19]1([CH:7]([C:1]2[CH:2]=[CH:3][CH:4]=[CH:5][CH:6]=2)[O:8][CH:9]2[CH2:14][CH2:13][N:12]([CH2:15][CH2:16][CH2:17][NH:18][C:26]3[CH:27]=[CH:28][C:29]4[N:30]([CH:32]=[C:33]([C:35]([CH3:41])([CH3:42])[C:36]([O:38][CH2:39][CH3:40])=[O:37])[N:34]=4)[N:31]=3)[CH2:11][CH2:10]2)[CH:24]=[CH:23][CH:22]=[CH:21][CH:20]=1 |f:2.3,6.7.8|. Procedure: 4.2 g of 4-(diphenylmethoxy)-1-piperidinepropaneamine and 1.76 g of ethyl 2-(6-chloroimidazo[1,2-b]pyridazin-2-yl)-2-methylpropionate were stirred at 192-200° C. for 3.5 hours. After cooling, an aqueous sodium bicarbonate solution was added thereto and extracted with ethyl acetate. The extract was washed with a brine solution, dried over magnesium sulfate and concentrated under reduced pressure. The residue was subjected to silica gel chromatography to be eluted with ethyl acetate:methanol:triet... The reactants are CC(=O)O, CCc1cc(Oc2cccc([N+](=O)[O-])c2)ccc1Cl, O, [Zn]. Product: CCc1cc(Oc2cccc(N)c2)ccc1Cl. RXN SMILES: [CH3:20][C:21](=[O:22])[OH:23].[Cl:1][c:2]1[c:3]([CH2:18][CH3:19])[cH:4][c:5]([O:6][c:7]2[cH:8][c:9]([N+:13]([O-:14])=[O:15])[cH:10][cH:11][cH:12]2)[cH:16][cH:17]1.[OH2:24].[Zn:25]>>[Cl:1][c:2]1[c:3]([CH2:18][CH3:19])[cH:4][c:5]([O:6][c:7]2[cH:8][c:9]([NH2:13])[cH:10][cH:11][cH:12]2)[cH:16][cH:17]1. Reactants: CC(C)C(=O)Cl, CCOCc1nc2c(N)nc(C)c(C)c2n1CCC1CCNCC1, ClC(Cl)Cl, ClCCl. The product is CCOCc1nc2c(N)nc(C)c(C)c2n1CCC1CCN(C(=O)C(C)C)CC1. Reaction SMILES: [C:1]([CH:2]([CH3:3])[CH3:4])(=[O:5])[Cl:6].[CH2:7]([CH3:8])[O:9][CH2:10][c:11]1[n:12]([CH2:23][CH2:24][CH:25]2[CH2:26][CH2:27][NH:28][CH2:29][CH2:30]2)[c:13]2[c:14]([c:15]([NH2:21])[n:16][c:17]([CH3:20])[c:18]2[CH3:19])[n:22]1.[CH:34]([Cl:35])([Cl:36])[Cl:37].[Cl:31][CH2:32][Cl:33]>>[C:1]([CH:2]([CH3:3])[CH3:4])(=[O:5])[N:28]1[CH2:27][CH2:26][CH:25]([CH2:24][CH2:23][n:12]2[c:11]([CH2:10][O:9][CH2:7][CH3:8])[n:22][c:14]3[c:13]2[c:18]([CH3:19])[c:17]([CH3:20])[n:16][c:15]3[NH2:21])[CH2:30][CH2:29]1. Starting materials: C(C)SC=1SC(C(N1)=O)=CC=1C=C2C=NN(C2=CC1)CC1=C(C=C(C=C1)C(C)(C)O)C(F)(F)F (2-Ethylsulfanyl-5-{1-[4-(1-hydroxy-1-methyl-ethyl)-2-trifluoromethyl-benzyl]-1H-indazol-5-ylmethylene}-thiazol-4-one), CN1CCNCC1 (1-Methyl-piperazine). Yields the product OC(C)(C)C1=CC(=C(CN2N=CC3=CC(=CC=C23)C=C2C(N=C(S2)N2CCN(CC2)C)=O)C=C1)C(F)(F)F (5-({1-[4-(1-Hydroxy-1-methylethyl)-2-(trifluoromethyl)benzyl]-1H-indazol-5-yl}methylidene)-2-(4-methylpiperazin-1-yl)-1,3-thiazol-4(5H)-one). RXN SMILES: C(S[C:4]1[S:5][C:6](=[CH:10][C:11]2[CH:12]=[C:13]3[C:17](=[CH:18][CH:19]=2)[N:16]([CH2:20][C:21]2[CH:26]=[CH:25][C:24]([C:27]([OH:30])([CH3:29])[CH3:28])=[CH:23][C:22]=2[C:31]([F:34])([F:33])[F:32])[N:15]=[CH:14]3)[C:7](=[O:9])[N:8]=1)C.[CH3:35][N:36]1[CH2:41][CH2:40][NH:39][CH2:38][CH2:37]1>>[OH:30][C:27]([C:24]1[CH:25]=[CH:26][C:21]([CH2:20][N:16]2[C:17]3[C:13](=[CH:12][C:11]([CH:10]=[C:6]4[S:5][C:4]([N:39]5[CH2:40][CH2:41][N:36]([CH3:35])[CH2:37][CH2:38]5)=[N:8][C:7]4=[O:9])=[CH:19][CH:18]=3)[CH:14]=[N:15]2)=[C:22]([C:31]([F:34])([F:33])[F:32])[CH:23]=1)([CH3:29])[CH3:28]. Reported procedure: 5-({1-[4-(1-Hydroxy-1-methylethyl)-2-(trifluoromethyl)benzyl]-1H-indazol-5-yl}methylidene)-2-(4-methylpiperazin-1-yl)-1,3-thiazol-4(5H)-one was prepared from 2-Ethylsulfanyl-5-{1-[4-(1-hydroxy-1-methyl-ethyl)-2-trifluoromethyl-benzyl]-1H-indazol-5-ylmethylene}-thiazol-4-one and 1-Methyl-piperazine following General Procedure C. The reactants are OC1=CC(OC2=CC=CC=C12)=O (4-Hydroxy-coumarin), Cl.ON (hydroxyl-amine hydrochloride), C([O-])([O-])=O.[Na+].[Na+] (sodium carbonate). Solvent: CCCCO (n-BuOH). Yields the product C(=O)([O-])[O-].[Na+].[Na+].CCCCO (Na2CO3 n-BuOH). RXN SMILES: [OH:1][C:2]1[C:11]2C(=CC=[CH:9][CH:10]=2)OC(=O)C=1.Cl.ON.[C:16](=[O:19])([O-:18])[O-:17].[Na+:20].[Na+]>CCCCO>[C:16]([O-:19])([O-:18])=[O:17].[Na+:20].[Na+:20].[CH3:9][CH2:10][CH2:11][CH2:2][OH:1] |f:1.2,3.4.5,7.8.9.10|. Procedure: 4-Hydroxy-coumarin (10 grams), was added to the mixture of hydroxyl-amine hydrochloride (15 grams) and sodium carbonate (23 grams) in n-BuOH (100 mL). The reaction mixture was than heated to reflux and the reflux was maintained for about 13 hours. The reaction mixture was concentrated on rotavapor and the residue was washed with water and dried at about 60° C. The product weighs about 8.56 grams (yield: about 80% w/w).